This data is from the Open Reaction Database (ORD), a public repository of structured organic reaction records. The task is: describe an organic reaction: reactants, conditions, products, and yield Starting materials: ClCCl, CC(C)=CCCC(C)=CCOc1ccc2c(c1)OCC2, O=C(OO)c1cccc(Cl)c1. Yields the product CC(=CCOc1ccc2c(c1)OCC2)CCC1OC1(C)C. As a reaction SMILES: [CH2:32]([Cl:33])[Cl:34].[CH3:1][C:2](=[CH:3][CH2:4][O:5][c:6]1[cH:7][c:8]2[c:9]([cH:13][cH:14]1)[CH2:10][CH2:11][O:12]2)[CH2:15][CH2:16][CH:17]=[C:18]([CH3:19])[CH3:20].[Cl:21][c:22]1[cH:23][cH:24][cH:25][c:26]([C:27]([O:28][OH:30])=[O:29])[cH:31]1>>[CH3:1][C:2](=[CH:3][CH2:4][O:5][c:6]1[cH:7][c:8]2[c:9]([cH:13][cH:14]1)[CH2:10][CH2:11][O:12]2)[CH2:15][CH2:16][CH:17]1[C:18]([CH3:19])([CH3:20])[O:29]1.